describe an organic reaction: reactants, conditions, products, and yield From a dataset of the Open Reaction Database (ORD), a public repository of structured organic reaction records. Reactants: COc1ccc(COC(=O)C2CCCC2NC(=O)C(CCCNC(=O)OCc2ccccc2)NC(=O)OC(C)(C)C)cc1, CO, O, Cc1ccc(S(=O)(=O)O)cc1. Product: COc1ccc(COC(=O)C2CCCC2NC(=O)C(N)CCCNC(=O)OCc2ccccc2)cc1. RXN SMILES: [CH2:1]([c:2]1[cH:3][cH:4][cH:5][cH:6][cH:7]1)[O:8][C:9](=[O:10])[NH:11][CH2:12][CH2:13][CH2:14][CH:15]([NH:16][C:17]([O:18][C:19]([CH3:20])([CH3:21])[CH3:22])=[O:23])[C:24](=[O:25])[NH:26][CH:27]1[CH:28]([C:32](=[O:33])[O:34][CH2:35][c:36]2[cH:37][cH:38][c:39]([O:42][CH3:43])[cH:40][cH:41]2)[CH2:29][CH2:30][CH2:31]1.[CH3:56][OH:57].[OH2:44].[c:45]1([CH3:46])[cH:47][cH:48][c:49]([S:50]([OH:51])(=[O:52])=[O:53])[cH:54][cH:55]1>>[CH2:1]([c:2]1[cH:3][cH:4][cH:5][cH:6][cH:7]1)[O:8][C:9](=[O:10])[NH:11][CH2:12][CH2:13][CH2:14][CH:15]([NH2:16])[C:24](=[O:25])[NH:26][CH:27]1[CH:28]([C:32](=[O:33])[O:34][CH2:35][c:36]2[cH:37][cH:38][c:39]([O:42][CH3:43])[cH:40][cH:41]2)[CH2:29][CH2:30][CH2:31]1. Solvent: O1CCCC1 (tetrahydrofuran). RXN SMILES: [C:1](Cl)(=O)[CH2:2][CH2:3][CH2:4][CH2:5][CH2:6][CH2:7][CH3:8].[CH3:11][NH:12][C:13](=[S:16])[NH:14][NH2:15].[OH-].[K+]>O1CCCC1>[CH2:2]([C:1]1[N:12]([CH3:11])[C:13]([SH:16])=[N:14][N:15]=1)[CH2:3][CH2:4][CH2:5][CH2:6][CH2:7][CH3:8] |f:2.3|. Reported procedure: 5 g (30.74 mmol, 1 eq) of octanoyl chloride and 3.58 g (33.81 mmol, 1.1 eq) of 4-methyl-3-thiosemicarbazide in solution in 350 ml of tetrahydrofuran are stirred for 3 hours at room temperature. The solution is concentrated to dryness. The solid obtained is taken up in 350 ml of a 10% aqueous potassium hydroxide solution 35 g (0.82 mmol, 20 eq). The reaction mixture is stirred overnight under reflux. In the cold state, the reaction medium is acidified. The precipitate obtained is filtered, washed... Isolated yield 90.6%. Starting materials: C(CCCCCCC)(=O)Cl (octanoyl chloride), CNC(NN)=S (4-methyl-3-thiosemicarbazide), [OH-].[K+] (potassium hydroxide). Reaction conditions: time 8 hour. The product is C(CCCCCC)C=1N(C(=NN1)S)C (5-Heptyl-4-methyl-4H-[1,2,4]-triazole-3-thiol). Reactants: CNC, C1CCOC1, CCOC(=O)COc1ccc2c(c1)CC(NCC(O)c1ccc(O)cc1)CC2. Yields the product CN(C)C(=O)COc1ccc2c(c1)CC(NCC(O)c1ccc(O)cc1)CC2. Reaction SMILES: [CH3:29][NH:30][CH3:31].[O:32]1[CH2:33][CH2:34][CH2:35][CH2:36]1.[OH:1][CH:2]([CH2:3][NH:4][CH:5]1[CH2:6][c:7]2[cH:8][c:9]([O:15][CH2:16][C:17](=[O:18])[O:19][CH2:20][CH3:21])[cH:10][cH:11][c:12]2[CH2:13][CH2:14]1)[c:22]1[cH:23][cH:24][c:25]([OH:28])[cH:26][cH:27]1>>[OH:1][CH:2]([CH2:3][NH:4][CH:5]1[CH2:6][c:7]2[cH:8][c:9]([O:15][CH2:16][C:17](=[O:18])[N:30]([CH3:29])[CH3:31])[cH:10][cH:11][c:12]2[CH2:13][CH2:14]1)[c:22]1[cH:23][cH:24][c:25]([OH:28])[cH:26][cH:27]1. The reactants are C1(=CC=CC=C1)C(CC1=CC=C(C=C1)N)NC(C(C1=CC=CC=C1)C1=CC=CC=C1)=O (N-[1-Phenyl-2-(4-Aminophenyl)ethyl]-α-Phenyl-Benzeneacetamide), CS(=O)(=O)Cl (methanesulfonylchloride). Product: C1(=CC=CC=C1)C(CC1=CC=C(C=C1)NS(=O)(=O)C)NC(C(C1=CC=CC=C1)C1=CC=CC=C1)=O (N-[1-phenyl-2-(4-methanesulfonylaminophenyl)ethyl]-α-phenyl-benzeneacetamide). Reaction SMILES: [C:1]1([CH:7]([NH:16][C:17](=[O:31])[CH:18]([C:25]2[CH:30]=[CH:29][CH:28]=[CH:27][CH:26]=2)[C:19]2[CH:24]=[CH:23][CH:22]=[CH:21][CH:20]=2)[CH2:8][C:9]2[CH:14]=[CH:13][C:12]([NH2:15])=[CH:11][CH:10]=2)[CH:6]=[CH:5][CH:4]=[CH:3][CH:2]=1.[CH3:32][S:33](Cl)(=[O:35])=[O:34]>>[C:1]1([CH:7]([NH:16][C:17](=[O:31])[CH:18]([C:25]2[CH:30]=[CH:29][CH:28]=[CH:27][CH:26]=2)[C:19]2[CH:20]=[CH:21][CH:22]=[CH:23][CH:24]=2)[CH2:8][C:9]2[CH:14]=[CH:13][C:12]([NH:15][S:33]([CH3:32])(=[O:35])=[O:34])=[CH:11][CH:10]=2)[CH:6]=[CH:5][CH:4]=[CH:3][CH:2]=1. Procedure details: Treat the product of Example 3 with methanesulfonylchloride to obtain N-[1-phenyl-2-(4-methanesulfonylaminophenyl)ethyl]-α-phenyl-benzeneacetamide, m.p. 200°-202° C. Reactants: C(C)(C)(C)OC(N[C@@H]1CN(C[C@H]1C1=CC=CC=C1)C)=O (tert-Butyl((3S,4R)-1-methyl-4-phenylpyrrolidin-3-yl)carbamate), Cl (HCl). Reaction conditions: temperature 50 celsius. The product is Cl.CN1C[C@H]([C@@H](C1)C1=CC=CC=C1)N ((3S,4R)-1-methyl-4-phenylpyrrolidin-3-amine hydrochloride). As a reaction SMILES: C(OC(=O)[NH:7][C@H:8]1[C@H:12]([C:13]2[CH:18]=[CH:17][CH:16]=[CH:15][CH:14]=2)[CH2:11][N:10]([CH3:19])[CH2:9]1)(C)(C)C.[ClH:21]>>[ClH:21].[CH3:19][N:10]1[CH2:11][C@@H:12]([C:13]2[CH:14]=[CH:15][CH:16]=[CH:17][CH:18]=2)[C@H:8]([NH2:7])[CH2:9]1 |f:2.3|. Reported procedure: tert-Butyl((3S,4R)-1-methyl-4-phenylpyrrolidin-3-yl)carbamate (521 mg, 1.885 mmol) was dissolved in methanolic HCl, (3 N, 10 mL) and heated to 50° C. for 2 h. The reaction mixture was concentrated in vacuo to afford (3S,4R)-1-methyl-4-phenylpyrrolidin-3-amine hydrochloride, which was carried onto the next step without further purification. MS ESI calc'd. For C11H16N2 [M+1]+ 177. found 177. Reactants: O=C([O-])[O-], CC(=O)[O-], CC(=O)[O-], Cc1cc(N)n(-c2ccccn2)n1, CN(C)C=O, CC(=O)O, O=C(O)c1cc(F)c(F)cc1Cl, [Cu+2], [K+], [K+], O. The product is Cc1cc(Nc2cc(F)c(F)cc2C(=O)O)n(-c2ccccn2)n1. Reaction SMILES: [C:26](=[O:27])([O-:28])[O-:29].[C:38]([O-:39])(=[O:40])[CH3:41].[C:43]([O-:44])(=[O:45])[CH3:46].[CH3:1][c:2]1[n:3][n:4](-[c:8]2[n:9][cH:10][cH:11][cH:12][cH:13]2)[c:5]([NH2:7])[cH:6]1.[CH3:33][N:34]([CH3:35])[CH:36]=[O:37].[CH3:47][C:48](=[O:49])[OH:50].[Cl:14][c:15]1[c:16]([C:17](=[O:18])[OH:19])[cH:20][c:21]([F:25])[c:22]([F:24])[cH:23]1.[Cu+2:42].[K+:30].[K+:31].[OH2:32]>>[CH3:1][c:2]1[n:3][n:4](-[c:8]2[n:9][cH:10][cH:11][cH:12][cH:13]2)[c:5]([NH:7][c:15]2[c:16]([C:17](=[O:18])[OH:19])[cH:20][c:21]([F:25])[c:22]([F:24])[cH:23]2)[cH:6]1. Starting materials: compound, N1N=CC=2C1=NC=NC2N (1H-pyrazolo[3,4-d]pyrimidin-4-amine), C(=O)([O-])[O-].[K+].[K+] (K2CO3), BrC(C)C=1OC(C2=CC=CC=C2C1C1=CC(=CC=C1)S(=O)(=O)N1CCOCC1)=O (3-(1-bromoethyl)-4-(3-(morpholinosulfonyl)phenyl)-1H-isochromen-1-one), BrC(C)C=1OC(C2=CC=CC=C2C1C1=CC(=CC=C1)S(=O)(=O)N1CCOCC1)=O (3-(1-bromoethyl)-4-(3-(morpholinosulfonyl)phenyl)-1H-isochromen-1-one). The solvent is CN(C)C=O (DMF). Product: NC1=C2C(=NC=N1)N(N=C2)C(C)C=2OC(C1=CC=CC=C1C2C2=CC(=CC=C2)S(=O)(=O)N2CCOCC2)=O (3-(1-(4-Amino-1H-pyrazolo[3,4-d]pyrimidin-1-yl)ethyl)-4-(3-(morpholinosulfonyl)phenyl)-1H-isochromen-1-one). Isolated yield 53.9%. As a reaction SMILES: Br[CH:2]([C:4]1[O:5][C:6](=[O:29])[C:7]2[C:12]([C:13]=1[C:14]1[CH:19]=[CH:18][CH:17]=[C:16]([S:20]([N:23]3[CH2:28][CH2:27][O:26][CH2:25][CH2:24]3)(=[O:22])=[O:21])[CH:15]=1)=[CH:11][CH:10]=[CH:9][CH:8]=2)[CH3:3].[NH:30]1[C:34]2=[N:35][CH:36]=[N:37][C:38]([NH2:39])=[C:33]2[CH:32]=[N:31]1.C([O-])([O-])=O.[K+].[K+]>CN(C=O)C>[NH2:39][C:38]1[N:37]=[CH:36][N:35]=[C:34]2[N:30]([CH:2]([C:4]3[O:5][C:6](=[O:29])[C:7]4[C:12]([C:13]=3[C:14]3[CH:19]=[CH:18][CH:17]=[C:16]([S:20]([N:23]5[CH2:28][CH2:27][O:26][CH2:25][CH2:24]5)(=[O:22])=[O:21])[CH:15]=3)=[CH:11][CH:10]=[CH:9][CH:8]=4)[CH3:3])[N:31]=[CH:32][C:33]=12 |f:2.3.4|. Reported procedure: The title compound was made in a similar way as that of the compound of example 15, 3-(1-bromoethyl)-4-(3-(morpholinosulfonyl)phenyl)-1H-isochromen-1-one (intermediate C9, 90 mg, 0.188 mmol), 1H-pyrazolo[3,4-d]pyrimidin-4-amine (50.8 mg, 0.376 mmol) and K2CO3 (52 mg, 0.376 mmol) in DMF (1 ml) at 80° C. for 2 hrs to give the title compound (54 mg, 54%). The reactants are [O-]P(=O)([O-])[O-].[K+].[K+].[K+] (K3PO4), CN[C@H]1[C@@H](CCCC1)NC (trans-N,N′-dimethylcyclohexane-1,2-diamine), ClC=1C=C2C=NNC2=CC1Cl (5,6-dichloro-1H-indazole), C(#N)C1CCN(CC1)C([C@@H](C1CC1)NC(=O)C1=CN(C2=NC=C(N=C21)I)COCC[Si](C)(C)C)=O (2-iodo-5-(2-trimethylsilanylethoxymethyl)-5H-pyrrolo[2,3-b]pyrazine-7-carboxylic acid [(R)-2-(4-cyano-piperidin-1-yl)-1-cyclopropyl-2-oxo-ethyl]-amide). The reagents and catalysts are [Cu]I (copper(I) iodide). The solvent is C1(=CC=CC=C1)C (toluene). Reaction conditions: temperature 110 celsius. Product: C(#N)C1CCN(CC1)C([C@@H](C1CC1)NC(=O)C1=CN(C2=NC=C(N=C21)N2N=CC1=CC(=C(C=C21)Cl)Cl)COCC[Si](C)(C)C)=O (2-(5,6-dichloro-indazol-1-yl)-5-(2-trimethylsilanyl-ethoxymethyl)-5H-pyrrolo[2,3-b]pyrazine-7-carboxylic acid [(R)-2-(4-cyano-piperidin-1-yl)-1-cyclopropyl-2-oxo-ethyl]-amide). Yield: 97.6%. As a reaction SMILES: [O-]P([O-])([O-])=O.[K+].[K+].[K+].[Cl:9][C:10]1[CH:11]=[C:12]2[C:16](=[CH:17][C:18]=1[Cl:19])[NH:15][N:14]=[CH:13]2.[C:20]([CH:22]1[CH2:27][CH2:26][N:25]([C:28](=[O:54])[C@H:29]([NH:33][C:34]([C:36]2[C:44]3[C:39](=[N:40][CH:41]=[C:42](I)[N:43]=3)[N:38]([CH2:46][O:47][CH2:48][CH2:49][Si:50]([CH3:53])([CH3:52])[CH3:51])[CH:37]=2)=[O:35])[CH:30]2[CH2:32][CH2:31]2)[CH2:24][CH2:23]1)#[N:21].CN[C@@H]1CCCC[C@H]1NC>[Cu]I.C1(C)C=CC=CC=1>[C:20]([CH:22]1[CH2:27][CH2:26][N:25]([C:28](=[O:54])[C@H:29]([NH:33][C:34]([C:36]2[C:44]3[C:39](=[N:40][CH:41]=[C:42]([N:15]4[C:16]5[C:12](=[CH:11][C:10]([Cl:9])=[C:18]([Cl:19])[CH:17]=5)[CH:13]=[N:14]4)[N:43]=3)[N:38]([CH2:46][O:47][CH2:48][CH2:49][Si:50]([CH3:52])([CH3:51])[CH3:53])[CH:37]=2)=[O:35])[CH:30]2[CH2:31][CH2:32]2)[CH2:24][CH2:23]1)#[N:21] |f:0.1.2.3|. Procedure details: In a 5 mL microwave vial were placed copper(I) iodide (6 mg, 0.033 mmol), K3PO4 (146 mg, 0.69 mmol), 5,6-dichloro-1H-indazole (74 mg, 0.39 mmol), 2-iodo-5-(2-trimethylsilanylethoxymethyl)-5H-pyrrolo[2,3-b]pyrazine-7-carboxylic acid [(R)-2-(4-cyano-piperidin-1-yl)-1-cyclopropyl-2-oxo-ethyl]-amide (200 mg, 0.33 mmol), toluene (1.2 mL), and trans-N,N′-dimethylcyclohexane-1,2-diamine (9 mg, 0.066 mmol). The vial was purged with a stream of nitrogen then sealed and heated in an oil bath at 110° C. fo...